This data is from the Open Reaction Database (ORD), a public repository of structured organic reaction records. The task is: describe an organic reaction: reactants, conditions, products, and yield Starting materials: ( 100 ), ( 28 ), ( 92 ), O (H2O), O[C@]12C[C@H]([C@H]([C@H](OC1=O)C2)O)O[Si](C)(C)C(C)(C)C ((1R,3R,4S,5R)-1,4-Dihydroxy-3-[(tert-butyldimethylsilyl)oxy]-6-oxa-bicyclo[3.2.1]octan-7-one), O (water), CC(=O)OI1(C=2C=CC=CC2C(=O)O1)(OC(=O)C)OC(=O)C (Dess-Martin periodinane). Solvent: C(Cl)Cl (CH2Cl2). Reaction conditions: time 18 hour. The product is [Si](C)(C)(C(C)(C)C)O[C@@H]1C[C@]2(C(O[C@@H](C1=O)C2)=O)O ((1R,3R,5R)-3-[(tert-Butyldimethylsilyl)oxy]-1-hydroxy-6-oxa-bicyclo[3.2.1]octane-4,7-dione). RXN SMILES: CC(OI1(OC(C)=O)(OC(C)=O)OC(=O)C2C=CC=CC1=2)=O.[OH:23][C@@:24]12[CH2:32][C@@H:28]([O:29][C:30]1=[O:31])[C@H:27]([OH:33])[C@H:26]([O:34][Si:35]([C:38]([CH3:41])([CH3:40])[CH3:39])([CH3:37])[CH3:36])[CH2:25]2.O>C(Cl)Cl>[Si:35]([O:34][C@H:26]1[C:27](=[O:33])[C@H:28]2[CH2:32][C@:24]([OH:23])([C:30](=[O:31])[O:29]2)[CH2:25]1)([C:38]([CH3:41])([CH3:40])[CH3:39])([CH3:37])[CH3:36]. Procedure: To a stirred suspension of Dess-Martin periodinane reagent (6.60 g, 15.5 mmol) in anhydrous CH2Cl2 (100 mL) was added compound 2 (3.86 g, 13.4 mmol). The mixture was stirred at room temperature for 18 hours, poured into water, and extracted with ethyl acetate. The organic layer was washed several times with water, dried (MgSO4), and evaporated to give an oily residue which slowly crystallized on cooling (3.67 g, 95%). TLC indicated high purity of the obtained ketone 3 which could be used in the ... Reactants: Teflon, BrC=1SC(=C(N1)C(F)(F)F)C1=C(N=C2N1N=C(C=C2C(CC)CC)C)C (3-(2-Bromo-4-trifluoromethyl-thiazol-5-yl)-8-(1-ethyl-propyl)-2,6-dimethyl-imidazo[1,2-b]pyridazine), C([O-])([O-])=O.[Cs+].[Cs+] (cesium carbonate), CNC (dimethylamine). Run in C1CCOC1 (THF). Run at temperature 120 celsius. Product: C(C)C(CC)C=1C=2N(N=C(C1)C)C(=C(N2)C)C2=C(N=C(S2)N(C)C)C(F)(F)F ({5-[8-(1-Ethyl-propyl)-2,6-dimethyl-imidazo[1,2-b]pyridazin-3-yl]-4-trifluoromethyl-thiazol-2-yl}-dimethyl-amine). The yield is 94.0%. Reaction SMILES: Br[C:2]1[S:3][C:4]([C:11]2[N:15]3[N:16]=[C:17]([CH3:25])[CH:18]=[C:19]([CH:20]([CH2:23][CH3:24])[CH2:21][CH3:22])[C:14]3=[N:13][C:12]=2[CH3:26])=[C:5]([C:7]([F:10])([F:9])[F:8])[N:6]=1.C(=O)([O-])[O-].[Cs+].[Cs+].[CH3:33][NH:34][CH3:35]>C1COCC1>[CH2:21]([CH:20]([C:19]1[C:14]2[N:15]([C:11]([C:4]3[S:3][C:2]([N:34]([CH3:35])[CH3:33])=[N:6][C:5]=3[C:7]([F:10])([F:9])[F:8])=[C:12]([CH3:26])[N:13]=2)[N:16]=[C:17]([CH3:25])[CH:18]=1)[CH2:23][CH3:24])[CH3:22] |f:1.2.3|. Procedure details: 100 mg of 3-(2-Bromo-4-trifluoromethyl-thiazol-5-yl)-8-(1-ethyl-propyl)-2,6-dimethyl-imidazo[1,2-b]pyridazine (0.22 mmol) and 218 mg of cesium carbonate (0.66 mmol) are placed in 4 ml reaction vial and 3 ml of dimethylamine 2 M in THF is added. The reaction vial is capped with a Teflon cap and heated at 120° C. overnight. The reaction mixture is filtered and concentrated and applied onto a silica-gel chromatography column (Hexane:AcOEt=3:1) to give 85 mg of the title compound. Yield 94%. mass sp...